Dataset: the Open Reaction Database (ORD), a public repository of structured organic reaction records. Task: describe an organic reaction: reactants, conditions, products, and yield Reactants: C([O-])(O)=O.[Na+] (sodium bicarbonate), C([O-])([O-])=O.[Na+].[Na+] (sodium carbonate), BrC1=CC=CC(=N1)C=O (6-Bromopyridine-2-carbaldehyde), C(C)(C)C1=NOC(=N1)CN (1-(3-isopropyl-1,2,4-oxadiazol-5-yl)methanamine), C(C)(=O)O[BH-](OC(C)=O)OC(C)=O.[Na+] (sodium triacetoxyborohydride). Solvent: C(C)(=O)OCC (ethyl acetate), ClC(C)Cl (dichloroethane). Product: BrC1=CC=CC(=N1)CNCC1=NC(=NO1)C(C)C (1-(6-Bromopyridin-2-yl)-N-[(3-isopropyl-1,2,4-oxadiazol-5-yl)methyl]methanamine). As a reaction SMILES: [Br:1][C:2]1[N:7]=[C:6]([CH:8]=O)[CH:5]=[CH:4][CH:3]=1.[CH:10]([C:13]1[N:17]=[C:16]([CH2:18][NH2:19])[O:15][N:14]=1)([CH3:12])[CH3:11].C(O[BH-](OC(=O)C)OC(=O)C)(=O)C.[Na+].C(=O)(O)[O-].[Na+].C(=O)([O-])[O-].[Na+].[Na+]>ClC(Cl)C.C(OCC)(=O)C>[Br:1][C:2]1[N:7]=[C:6]([CH2:8][NH:19][CH2:18][C:16]2[O:15][N:14]=[C:13]([CH:10]([CH3:12])[CH3:11])[N:17]=2)[CH:5]=[CH:4][CH:3]=1 |f:2.3,4.5,6.7.8|. Procedure details: 6-Bromopyridine-2-carbaldehyde (1.18 g, 6.34 mmol) and 1-(3-isopropyl-1,2,4-oxadiazol-5-yl)methanamine (0.90 g, 6.34 mmol) were combined and dissolved in dichloroethane (26.0 ml), reacted for 45 minutes, at which time sodium triacetoxyborohydride (1.88 g, 8.88 mmol) was added and the reaction was maintained at room temperature overnight. The reaction was diluted with ethyl acetate followed by the addition of saturated sodium bicarbonate and saturated sodium carbonate to make sure the pH was basi... Starting materials: COC[C@@H](OC=1C=C(C(=O)O)C=C(C1)OC1=CC=C(C=C1)C(F)(F)F)C (3-((S)-2-methoxy-1-methyl-ethoxy)-5-(4-trifluoromethyl-phenoxy)-benzoic acid), C(C)OC(CSC1=CN=C(S1)N)=O ((2-amino-thiazol-5-ylsulfanyl)-acetic acid ethyl ester). The product is C(C)OC(CSC1=CN=C(S1)NC(C1=CC(=CC(=C1)OC1=CC=C(C=C1)C(F)(F)F)O[C@H](COC)C)=O)=O ({2-[3-((S)-2-Methoxy-1-methyl-ethoxy)-5-(4-trifluoromethyl-phenoxy)-benzoylamino]-thiazol-5-ylsulfanyl}-acetic acid ethyl ester). RXN SMILES: [CH3:1][O:2][CH2:3][C@H:4]([CH3:26])[O:5][C:6]1[CH:7]=[C:8]([CH:12]=[C:13]([O:15][C:16]2[CH:21]=[CH:20][C:19]([C:22]([F:25])([F:24])[F:23])=[CH:18][CH:17]=2)[CH:14]=1)[C:9](O)=[O:10].[CH2:27]([O:29][C:30](=[O:39])[CH2:31][S:32][C:33]1[S:37][C:36]([NH2:38])=[N:35][CH:34]=1)[CH3:28]>>[CH2:27]([O:29][C:30](=[O:39])[CH2:31][S:32][C:33]1[S:37][C:36]([NH:38][C:9](=[O:10])[C:8]2[CH:12]=[C:13]([O:15][C:16]3[CH:21]=[CH:20][C:19]([C:22]([F:24])([F:25])[F:23])=[CH:18][CH:17]=3)[CH:14]=[C:6]([O:5][C@@H:4]([CH3:26])[CH2:3][O:2][CH3:1])[CH:7]=2)=[N:35][CH:34]=1)[CH3:28]. Procedure: The title compound was prepared from 3-((S)-2-methoxy-1-methyl-ethoxy)-5-(4-trifluoromethyl-phenoxy)-benzoic acid and (2-amino-thiazol-5-ylsulfanyl)-acetic acid ethyl ester following general procedure A The reactants are BrC(=O)Br (bromoketone), thioamide, CO (methanol), COC(C1=CC(=CC=C1)C=1N=C(SC1)C=1N=C(NC1COC12CC3CC(CC(C1)C3)C2)C2CCCCC2)=O (3-{2-[5-(Adamantan-1-yloxymethyl)-2-cyclohexyl-1H-imidazol-4-yl]-thiazol-4-yl}-benzoic acid methyl ester). Product: COC(C1=CC(=CC=C1)C(CBr)=O)=O (3-(2-Bromo-acetyl)-benzoic acid methyl ester). RXN SMILES: [CH3:1][O:2][C:3](=[O:38])[C:4]1[CH:9]=[CH:8][CH:7]=[C:6]([C:10]2N=C(C3N=C(C4CCCCC4)NC=3COC34CC5CC(CC(C5)C3)C4)SC=2)[CH:5]=1.Br[C:40]([Br:42])=O.C[OH:44]>>[CH3:1][O:2][C:3](=[O:38])[C:4]1[CH:9]=[CH:8][CH:7]=[C:6]([C:10](=[O:44])[CH2:40][Br:42])[CH:5]=1. Reported procedure: 3-{2-[5-(Adamantan-1-yloxymethyl)-2-cyclohexyl-1H-imidazol-4-yl]-thiazol-4-yl}-benzoic acid methyl ester. 3-(2-Bromo-acetyl)-benzoic acid methyl ester was prepared as described by Schmied (Schmied, Gading, Monatshefte Chem. 1953, 84, 491). A solution of this bromoketone (0.44 g, 1.7 mmol) and the thioamide from step c (0.52 g, 1.4 mmol) in methanol (10 ml) was heated under reflux for 5 h. The solvent was evaporated and the residue taken up in ethyl acetate and washed with saturated aqueous sodiu... The reactants are resultant mixture, C([O-])(O)=O.[Na+] (sodium bicarbonate), [OH-].[Na+] (sodium hydroxide), C(C1=CC=CC=C1)OC(=O)NCC(=O)Cl (N-benzyloxycarbonylaminoacetyl chloride), ONCCCP(O)(O)=O (3-(N-hydroxyamino)propylphosphonic acid), C([O-])(O)=O.[Na+] (sodium bicarbonate). Solvent: CO (methanol), C(C)OCC (ethyl ether), O (water), CO (methanol). The product is C(C1=CC=CC=C1)OC(=O)NCC(=O)N(O)CCCP(O)(O)=O (3-[N-(N-benzyloxycarbonylaminoacetyl)-N-hydroxyamino]propylphosphonic acid). Yield: 32.7%. Reaction SMILES: [CH2:1]([O:8][C:9]([NH:11][CH2:12][C:13](Cl)=[O:14])=[O:10])[C:2]1[CH:7]=[CH:6][CH:5]=[CH:4][CH:3]=1.[OH:16][NH:17][CH2:18][CH2:19][CH2:20][P:21](=[O:24])([OH:23])[OH:22].C(=O)(O)[O-].[Na+].[OH-].[Na+]>C(OCC)C.O.CO>[CH2:1]([O:8][C:9]([NH:11][CH2:12][C:13]([N:17]([CH2:18][CH2:19][CH2:20][P:21](=[O:22])([OH:24])[OH:23])[OH:16])=[O:14])=[O:10])[C:2]1[CH:7]=[CH:6][CH:5]=[CH:4][CH:3]=1 |f:2.3,4.5|. Procedure details: A solution of N-benzyloxycarbonylaminoacetyl chloride (2.85 g) in ethyl ether (5 ml) was added dropwise to a solution of 3-(N-hydroxyamino)propylphosphonic acid (985 mg) and sodium bicarbonate (1.51 g) in a mixture of water (20 ml) and methanol (20 ml) with stirring under ice-cooling. During the period, the reaction mixture was adjusted to pH 7-8 with 5% aqueous sodium bicarbonate solution. The stirring was continued for an hour, whereafter the mixture was adjusted to pH 10 with 1 N aqueous sodi... Reactants: C(C)(C)(C)OC(=O)N1CCC(CC1)OC=1C=C2C=CN=C(C2=CC1Cl)OCC1=CC=CC=C1 (4-(1-Benzyloxy-7-chloro-isoquinolin-6-yloxy)-piperidine-1-carboxylic acid tert-butyl-ester). The solvent is CO (methanol). The product is Cl.ClC1=C(C=C2C=CNC(C2=C1)=O)OC1CCNCC1 (7-Chloro-6-(piperidin-4-yloxy)-2H-isoquinolin-1-one-hydrochloride). Isolated yield 69.6%. As a reaction SMILES: C(OC([N:8]1[CH2:13][CH2:12][CH:11]([O:14][C:15]2[CH:16]=[C:17]3[C:22](=[CH:23][C:24]=2[Cl:25])[C:21]([O:26]CC2C=CC=CC=2)=[N:20][CH:19]=[CH:18]3)[CH2:10][CH2:9]1)=O)(C)(C)C>CO>[ClH:25].[Cl:25][C:24]1[CH:23]=[C:22]2[C:17]([CH:18]=[CH:19][NH:20][C:21]2=[O:26])=[CH:16][C:15]=1[O:14][CH:11]1[CH2:12][CH2:13][NH:8][CH2:9][CH2:10]1 |f:2.3|. Procedure details: 254 mg (0.52 mmol) of 4-(1-Benzyloxy-7-chloro-isoquinolin-6-yloxy)-piperidine-1-carboxylic acid tert-butyl-ester (6) were stirred in methanol/2 N HCl (1:1) at room temperature overnight. The solvent was removed i. vac. and the residue was purified by preparative HPLC. The product fractions were evaporated and dissolved in 2 N HCl. Lyophilization results in 57 mg of the desired compound. Rt=0.95 min (Method B). Detected mass: 279.1 (M+H+). Starting materials: BrC1=COC2=C1C=NC(=C2O[C@H](C)C2=C(C(=CC=C2Cl)F)Cl)N (3-bromo-7-[(R)-1-(2,6-dichloro-3-fluorophenyl)-ethoxy]-furo[3,2-c]pyridin-6-ylamine), C(C)(C)(C)OC(=O)N1CCC(=CC1)B1OC(C(O1)(C)C)(C)C (4-(4,4,5,5-tetramethyl-[1,3,2]dioxaborolan-2-yl)-3,6-dihydro-2H-pyridine-1-carboxylic acid tert-butyl ester), C([O-])([O-])=O.[K+].[K+] (potassium carbonate), O1CCOCC1 (dioxane). The reagents and catalysts are C=1C=CC(=CC1)[P](C=2C=CC=CC2)(C=3C=CC=CC3)[Pd]([P](C=4C=CC=CC4)(C=5C=CC=CC5)C=6C=CC=CC6)([P](C=7C=CC=CC7)(C=8C=CC=CC8)C=9C=CC=CC9)[P](C=1C=CC=CC1)(C=1C=CC=CC1)C=1C=CC=CC1 (Pd(PPh3)4). Solvent: O (water). Yields the product C(C)(C)(C)OC(=O)N1CCC(=CC1)C1=COC2=C1C=NC(=C2O[C@H](C)C2=C(C(=CC=C2Cl)F)Cl)N (4-{6-Amino-7-[(R)-1-(2,6-dichloro-3-fluorophenyl)-ethoxy]-furo[3,2-c]pyridin-3-yl}-3,6-dihydro-2H-pyridine-1-carboxylic acid tert-butyl ester). As a reaction SMILES: Br[C:2]1[C:6]2[CH:7]=[N:8][C:9]([NH2:23])=[C:10]([O:11][C@@H:12]([C:14]3[C:19]([Cl:20])=[CH:18][CH:17]=[C:16]([F:21])[C:15]=3[Cl:22])[CH3:13])[C:5]=2[O:4][CH:3]=1.[C:24]([O:28][C:29]([N:31]1[CH2:36][CH:35]=[C:34](B2OC(C)(C)C(C)(C)O2)[CH2:33][CH2:32]1)=[O:30])([CH3:27])([CH3:26])[CH3:25].C(=O)([O-])[O-].[K+].[K+].O1CCOCC1>C1C=CC([P]([Pd]([P](C2C=CC=CC=2)(C2C=CC=CC=2)C2C=CC=CC=2)([P](C2C=CC=CC=2)(C2C=CC=CC=2)C2C=CC=CC=2)[P](C2C=CC=CC=2)(C2C=CC=CC=2)C2C=CC=CC=2)(C2C=CC=CC=2)C2C=CC=CC=2)=CC=1.O>[C:24]([O:28][C:29]([N:31]1[CH2:32][CH:33]=[C:34]([C:2]2[C:6]3[CH:7]=[N:8][C:9]([NH2:23])=[C:10]([O:11][C@@H:12]([C:14]4[C:19]([Cl:20])=[CH:18][CH:17]=[C:16]([F:21])[C:15]=4[Cl:22])[CH3:13])[C:5]=3[O:4][CH:3]=2)[CH2:35][CH2:36]1)=[O:30])([CH3:27])([CH3:25])[CH3:26] |f:2.3.4,^1:61,63,82,101|. Procedure details: A mixture of 3-bromo-7-[(R)-1-(2,6-dichloro-3-fluorophenyl)-ethoxy]-furo[3,2-c]pyridin-6-ylamine (100.0 mg, 0.2381 mmol), 4-(4,4,5,5-tetramethyl-[1,3,2]dioxaborolan-2-yl)-3,6-dihydro-2H-pyridine-1-carboxylic acid tert-butyl ester (88.3 mg, 0.286 mmol), Pd(PPh3)4 (10 mg, 0.01 mmol), potassium carbonate (98.7 mg, 0.714 mmol) and 4:1 dioxane:water (4 mL) was microwaved at 100° C. for 2 h. The solution was concentrated in vacuo, and dry-loaded onto silica gel for column chromatography, eluted with 2... Reactants: CO (MeOH), C(Cl)Cl (CH2Cl2), O(C(C)C)C(C)C (iPr2O), CC1=NC=2C(CCCC2C=C1)N (2-methyl-5,6,7,8-tetrahydroquinolin-8-ylamine), CCOC(=O)C (EtOAc). Reaction conditions: time 9 hour. The product is C(Cl)Cl.CO.[NH4+].[OH-] (CH2Cl2 MeOH NH4OH), CC1=NC=2[C@@H](CCCC2C=C1)NC(C)=O ((R)-N-(2-methyl-5,6,7,8-tetrahydroquinolin-8-yl)acetamide). RXN SMILES: [CH3:1][C:2]1[CH:11]=[CH:10][C:9]2[CH2:8][CH2:7][CH2:6][CH:5]([NH2:12])[C:4]=2[N:3]=1.C[CH2:14][O:15][C:16]([CH3:18])=[O:17].[O:19](C(C)C)C(C)C.CO.[CH2:28]([Cl:30])[Cl:29]>>[CH2:28]([Cl:30])[Cl:29].[CH3:14][OH:15].[NH4+:3].[OH-:19].[CH3:1][C:2]1[CH:11]=[CH:10][C:9]2[CH2:8][CH2:7][CH2:6][C@@H:5]([NH:12][C:16](=[O:17])[CH3:18])[C:4]=2[N:3]=1 |f:5.6.7.8|. Reported procedure: Following the general procedure, 2-methyl-5,6,7,8-tetrahydroquinolin-8-ylamine (412.7 mg, 2.78 mmol), CALB (128 mg), EtOAc (0.63 mL) and iPr2O (7 mL) were stirred for 9 hours. The conversion determined from 1H NMR by integration of the peaks at 4.73 ppm (CHNHAc) and 4.00 ppm (CHNH2) was 51%. Flash chromatography of the material on silica gel using 1:10 MeOH:CH2Cl2 then 10:1:1 CH2Cl2-MeOH-NH4OH furnished (R)-N-(2-methyl-5,6,7,8-tetrahydroquinolin-8-yl)acetamide ((167 mg, 47%) in 88% ee (chiral GC... Reactants: C(C)C(C(=O)OC(C)(C)C)=CC[C@@H]1C[C@@H](CCC1)O (tert-butyl 2-ethyl-4-(cis-3-hydroxycyclohexyl)but-2-enoate). Solvent: CO (methanol). Run at time 24 hour. The product is C(C)C(C(=O)OC(C)(C)C)CC[C@@H]1C[C@@H](CCC1)O (tert-Butyl 2-ethyl-4-(cis-3-hydroxycyclohexyl)butyrate). As a reaction SMILES: [CH2:1]([C:3](=[CH:11][CH2:12][C@H:13]1[CH2:18][CH2:17][CH2:16][C@@H:15]([OH:19])[CH2:14]1)[C:4]([O:6][C:7]([CH3:10])([CH3:9])[CH3:8])=[O:5])[CH3:2]>CO>[CH2:1]([CH:3]([CH2:11][CH2:12][C@H:13]1[CH2:18][CH2:17][CH2:16][C@@H:15]([OH:19])[CH2:14]1)[C:4]([O:6][C:7]([CH3:10])([CH3:8])[CH3:9])=[O:5])[CH3:2]. Procedure details: 1.65 g of tert-butyl 2-ethyl-4-(cis-3-hydroxycyclohexyl)but-2-enoate are dissolved in 50 ml of methanol, and 100 mg of Perlmans catalyst are added. The mixture is stirred under an atmosphere of hydrogen for 24 hours. The catalyst is filtered off through Celite, and the filtrate is then concentrated under reduced pressure. This gives 1.49 g of tert-butyl 2-ethyl-4-(cis-3-hydroxycyclohexyl)butyrate as a colorless oil. C16H30O3 (270.40), Rf(n-heptane:ethyl acetate=5:1)=0.10. Reactants: CCC(CC)n1cc(C=O)c(=O)c2cc(F)c(NC3CCCCC3)cc21, [Cl-], ClCCl, [NH4+], CCOP([O-])OCC. Product: CCOP(=O)(OCC)C(O)c1cn(C(CC)CC)c2cc(NC3CCCCC3)c(F)cc2c1=O. Reaction SMILES: [CH:1]1([NH:7][c:8]2[c:9]([F:26])[cH:10][c:11]3[c:12](=[O:25])[c:13]([CH:23]=[O:24])[cH:14][n:15]([CH:18]([CH2:19][CH3:20])[CH2:21][CH3:22])[c:16]3[cH:17]2)[CH2:2][CH2:3][CH2:4][CH2:5][CH2:6]1.[Cl-:35].[Cl:37][CH2:38][Cl:39].[NH4+:36].[P:27]([O:28][CH2:29][CH3:30])([O:31][CH2:32][CH3:33])[O-:34]>>[CH:1]1([NH:7][c:8]2[c:9]([F:26])[cH:10][c:11]3[c:12](=[O:25])[c:13]([CH:23]([OH:24])[P:27]([O:28][CH2:29][CH3:30])([O:31][CH2:32][CH3:33])=[O:34])[cH:14][n:15]([CH:18]([CH2:19][CH3:20])[CH2:21][CH3:22])[c:16]3[cH:17]2)[CH2:2][CH2:3][CH2:4][CH2:5][CH2:6]1.